This data is from the Open Reaction Database (ORD), a public repository of structured organic reaction records. The task is: describe an organic reaction: reactants, conditions, products, and yield Starting materials: [Na+].N[C@@H](CCS)C(=O)[O-] (L-Homocysteine sodium salt), Cl (hydrochloric acid), Cl (hydrochloric acid), Cl.ClCC([C@@H]1[C@H]([C@H]([C@@H](O1)N1C=NC=2C(N)=NC=NC12)O)O)O (5′-Chloromethyl adenosine hydrochloride), [I-].[K+] (potassium iodide). Run at temperature 10 celsius, time 5 hour. Yields the product [C@@H]1([C@H](O)[C@H](O)[C@@H](CSCC[C@H](N)C(=O)O)O1)N1C=NC=2C(N)=NC=NC12 (S-Adenosyl-L-Homocysteine). RXN SMILES: [Na+].[NH2:2][C@H:3]([C:7]([O-:9])=[O:8])[CH2:4][CH2:5][SH:6].Cl.Cl.ClC[CH:14](O)[C@H:15]1[O:19][C@@H:18]([N:20]2[C:29]3[N:28]=[CH:27][N:26]=[C:24]([NH2:25])[C:23]=3[N:22]=[CH:21]2)[C@H:17]([OH:30])[C@@H:16]1[OH:31].[I-].[K+]>>[C@@H:18]1([N:20]2[C:29]3[N:28]=[CH:27][N:26]=[C:24]([NH2:25])[C:23]=3[N:22]=[CH:21]2)[O:19][C@H:15]([CH2:14][S:6][CH2:5][CH2:4][C@@H:3]([C:7]([OH:9])=[O:8])[NH2:2])[C@@H:16]([OH:31])[C@H:17]1[OH:30] |f:0.1,3.4,5.6|. Reported procedure: L-Homocysteine sodium salt solution (850 Kg), prepared as described above, was cooled to 10° C. and dil.hydrochloric acid (1:1; 100 Lit) was added til the pH became 11.3 to 11.5. To this solution, 5′-Chloromethyl adenosine hydrochloride (135 Kg) and potassium iodide (13.5 Kg) were added and stirred at 70-80° C. for 5 h. The reaction was monitored by HPLC and cooled to 15° C. Dil.hydrochloric acid (1:1; 200 Lit) was added to bring down the pH to 2.0. Activated carbon (10 Kg) was added, stirred fo... Starting materials: Cl.N1CC(C1)C(C)=O (1-(Azetidin-3-yl)ethanone hydrochloride), CCN=C=NCCCN(C)C (EDCI), C=1C=CC2=C(C1)N=NN2O (HOBt), C(C)(C)N(CC)C(C)C (diisopropylethylamine), Cl.CN1CCC2(CC1)C(NC1=NC=C(C=C1C2)/C=C/C(=O)O)=O ((E)-3-(1′-methyl-2-oxo-2,4-dihydro-1H-spiro[[1,8]naphthyridine-3,4′-piperidine]-6-yl)acrylic acid hydrochloride). RXN SMILES: Cl.[NH:2]1[CH2:5][CH:4]([C:6](=[O:8])[CH3:7])[CH2:3]1.CCN=C=NCCCN(C)C.C1C=CC2N(O)N=NC=2C=1.C(N(C(C)C)CC)(C)C.Cl.[CH3:40][N:41]1[CH2:46][CH2:45][C:44]2([CH2:55][C:54]3[C:49](=[N:50][CH:51]=[C:52](/[CH:56]=[CH:57]/[C:58](O)=[O:59])[CH:53]=3)[NH:48][C:47]2=[O:61])[CH2:43][CH2:42]1>CN(C)C=O>[C:6]([CH:4]1[CH2:5][N:2]([C:58](=[O:59])/[CH:57]=[CH:56]/[C:52]2[CH:53]=[C:54]3[C:49](=[N:50][CH:51]=2)[NH:48][C:47](=[O:61])[C:44]2([CH2:45][CH2:46][N:41]([CH3:40])[CH2:42][CH2:43]2)[CH2:55]3)[CH2:3]1)(=[O:8])[CH3:7] |f:0.1,5.6|. Conditions: time 8 hour. Run in CN(C=O)C (dimethylformamide). Reported procedure: 1-(Azetidin-3-yl)ethanone hydrochloride (110 mg, 0.8 mmol), EDCI (153 mg, 0.8 mmol), HOBt (108 mg, 0.8 mmol) and diisopropylethylamine (700 μL, 4.0 mmol) were successively added to a solution of (E)-3-(1′-methyl-2-oxo-2,4-dihydro-1H-spiro[[1,8]naphthyridine-3,4′-piperidine]-6-yl)acrylic acid hydrochloride (136 mg, 0.4 mmol) in dimethylformamide (15 mL) at room temperature. The reaction mixture was stirred overnight. After concentration to dryness, the residue was purified by chromatography on si... The product is C(C)(=O)C1CN(C1)C(/C=C/C=1C=C2CC3(CCN(CC3)C)C(NC2=NC1)=O)=O ((E)-6-(3-(3-Acetylazetidin-1-yl)-3-oxoprop-1-enyl)-1′-methyl-1H-spiro[[1,8]naphthyridine-3,4′-piperidin]-2(4H)-one). Starting materials: CCO, CC1=CC(=O)C(C)(C)O1, [Cl-], [Na+], [Na+], [OH-], O=Cc1cccnc1. Product: CC1(C)OC(C=Cc2cccnc2)=CC1=O. Reaction SMILES: [CH3:22][CH2:23][OH:24].[CH3:9][C:10]1([CH3:17])[O:11][C:12]([CH3:16])=[CH:13][C:14]1=[O:15].[Cl-:21].[Na+:19].[Na+:20].[OH-:18].[n:1]1[cH:2][c:3]([CH:7]=[O:8])[cH:4][cH:5][cH:6]1>>[n:1]1[cH:2][c:3]([CH:7]=[CH:16][C:12]2=[CH:13][C:14](=[O:15])[C:10]([CH3:9])([CH3:17])[O:11]2)[cH:4][cH:5][cH:6]1. The product is O=C1N(Cc2cccc3c2OCCO3)CCCC12CCN(c1cnc3ccccc3n1)CC2. Reactants: BrCc1cccc2c1OCCO2, C1CCOC1, [Cl-], [NH4+], O=C1NCCCC12CCN(c1cnc3ccccc3n1)CC2. As a reaction SMILES: [Br:28][CH2:29][c:30]1[cH:31][cH:32][cH:33][c:34]2[c:39]1[O:38][CH2:37][CH2:36][O:35]2.[CH2:23]1[O:24][CH2:25][CH2:26][CH2:27]1.[Cl-:40].[NH4+:41].[n:1]1[c:2]([N:11]2[CH2:12][CH2:13][C:14]3([CH2:15][CH2:16][CH2:17][NH:18][C:19]3=[O:20])[CH2:21][CH2:22]2)[cH:3][n:4][c:5]2[cH:6][cH:7][cH:8][cH:9][c:10]12>>[n:1]1[c:2]([N:11]2[CH2:12][CH2:13][C:14]3([CH2:15][CH2:16][CH2:17][N:18]([CH2:29][c:30]4[cH:31][cH:32][cH:33][c:34]5[c:39]4[O:38][CH2:37][CH2:36][O:35]5)[C:19]3=[O:20])[CH2:21][CH2:22]2)[cH:3][n:4][c:5]2[cH:6][cH:7][cH:8][cH:9][c:10]12. Procedure: To a stirred suspension of 1.1 g. of 7-chloro-4-methyl-4,9-dihydro-10H-thieno[3,4-b][1,5]benzodiazepin-10-thione in 15 ml. of dioxane is added dropwise and simultaneously at 30°-40° C., a solution of 1.3 g. of potassium hydroxide in 15 ml. of methanol and 1.1 g. of methyl sulfate. After addition is complete, the mixture is stirred for 3 hours, diluted with methanol and filtered. The filtrate is concentrated to 20 ml., diluted with water and the precipitate is collected. Recrystallization from me... Reaction conditions: time 3 hour. The reactants are ClC=1C=CC2=C(NC(C=3C(N2C)=CSC3)=S)C1 (7-chloro-4-methyl-4,9-dihydro-10H-thieno[3,4-b][1,5]benzodiazepin-10-thione), S(=O)(=O)(OC)[O-] (methyl sulfate), O1CCOCC1 (dioxane), [OH-].[K+] (potassium hydroxide). Run in CO (methanol), CO (methanol). Yields the product ClC=1C=CC2=C(N=C(C=3C(N2C)=CSC3)SC)C1 (7-Chloro-4-methyl-10-(methylthio)-4H-thieno[3,4-b][1,5]benzodiazepine). RXN SMILES: [Cl:1][C:2]1[CH:3]=[CH:4][C:5]2[N:11]([CH3:12])[C:10]3=[CH:13][S:14][CH:15]=[C:9]3[C:8](=[S:16])[NH:7][C:6]=2[CH:17]=1.O1CCOC[CH2:19]1.[OH-].[K+].S([O-])(OC)(=O)=O>CO>[Cl:1][C:2]1[CH:3]=[CH:4][C:5]2[N:11]([CH3:12])[C:10]3=[CH:13][S:14][CH:15]=[C:9]3[C:8]([S:16][CH3:19])=[N:7][C:6]=2[CH:17]=1 |f:2.3|. The reactants are Cn1ccnc1, Cc1ccccc1, Cc1ccc(NC(=O)CCl)cc1O. Product: Cc1ccc(NC(=O)C[n+]2ccn(C)c2)cc1O, [Cl-]. Reaction SMILES: [CH3:14][n:15]1[cH:16][cH:17][n:18][cH:19]1.[CH3:20][c:21]1[cH:22][cH:23][cH:24][cH:25][cH:26]1.[Cl:1][CH2:2][C:3](=[O:4])[NH:5][c:6]1[cH:7][c:8]([OH:13])[c:9]([CH3:12])[cH:10][cH:11]1>>[CH2:2]([C:3](=[O:4])[NH:5][c:6]1[cH:7][c:8]([OH:13])[c:9]([CH3:12])[cH:10][cH:11]1)[n+:18]1[cH:17][cH:16][n:15]([CH3:14])[cH:19]1.[Cl-:1]. The reactants are C[Si](OCCCCI)(C)C (O-trimethylsilyl-4-iodo-n-butanol), [H-].[Na+] (sodium hydride), [H][H] (hydrogen), O=C1NC2(C(N1C1=CC(=C(C#N)C=C1)C(F)(F)F)=O)CCCCC2 (4-(2,4-dioxo-1,3-diazaspiro(4.5)decan-3-yl)-2-(trifluoromethyl)-benzonitrile). Run in CN(C=O)C (dimethylformamide). Conditions: time 5 minute. Product: O=C1N(C2(C(N1C1=CC(=C(C#N)C=C1)C(F)(F)F)=O)CCCCC2)CCCCO (4-[2,4-dioxo-1-(4-hydroxybutyl)-1,3-diazaspiro-[4.5]decan-3-yl]-2-(trifluoromethyl)-benzonitrile). Isolated yield 76.6%. Reaction SMILES: [H-].[Na+].[O:3]=[C:4]1[N:8]([C:9]2[CH:16]=[CH:15][C:12]([C:13]#[N:14])=[C:11]([C:17]([F:20])([F:19])[F:18])[CH:10]=2)[C:7](=[O:21])[C:6]2([CH2:26][CH2:25][CH2:24][CH2:23][CH2:22]2)[NH:5]1.[H][H].C[Si](C)(C)[O:31][CH2:32][CH2:33][CH2:34][CH2:35]I>CN(C)C=O>[O:3]=[C:4]1[N:8]([C:9]2[CH:16]=[CH:15][C:12]([C:13]#[N:14])=[C:11]([C:17]([F:20])([F:18])[F:19])[CH:10]=2)[C:7](=[O:21])[C:6]2([CH2:26][CH2:25][CH2:24][CH2:23][CH2:22]2)[N:5]1[CH2:35][CH2:34][CH2:33][CH2:32][OH:31] |f:0.1|. Procedure: 28 mg of 50% sodium hydride and 3 ml of dimethylformamide are introduced, agitation is carried out at ambient temperature for 5 minutes, 170 mg of the product obtained in Stage 3 above is added and the whole is left under agitation for 20 minutes until the release of hydrogen has stopped. 202 mg of O-trimethylsilyl-4-iodo-n-butanol is then added and the reaction medium is left under agitation for 2 hours. After hydrolysis using saturated ammonium chloride, extraction is carried out with ethyl ac... Starting materials: Cl, Cc1ccccc1-c1cc(F)c2c(c1)CC(CN=[N+]=[N-])O2, c1ccc(P(c2ccccc2)c2ccccc2)cc1. Product: Cc1ccccc1-c1cc(F)c2c(c1)CC(CN)O2. RXN SMILES: [ClH:41].[N:1](=[N+:2]=[N-:3])[CH2:4][CH:5]1[O:6][c:7]2[c:8]([cH:10][c:11](-[c:15]3[c:16]([CH3:21])[cH:17][cH:18][cH:19][cH:20]3)[cH:12][c:13]2[F:14])[CH2:9]1.[c:22]1([P:23]([c:24]2[cH:25][cH:26][cH:27][cH:28][cH:29]2)[c:30]2[cH:31][cH:32][cH:33][cH:34][cH:35]2)[cH:36][cH:37][cH:38][cH:39][cH:40]1>>[NH2:1][CH2:4][CH:5]1[O:6][c:7]2[c:8]([cH:10][c:11](-[c:15]3[c:16]([CH3:21])[cH:17][cH:18][cH:19][cH:20]3)[cH:12][c:13]2[F:14])[CH2:9]1. The reactants are ClC=1C(=NC(=NC1)NC=1C=CC2=C(N(N=C2C1)C)C)NC1CC2C(CN(C2)C(=O)OC(C)(C)C)C1 (tert-butyl 5-((5-chloro-2-((2,3-dimethyl-2H-indazol-6-yl)amino)pyrimidin-4-yl)amino)hexahydrocyclopenta[c]pyrrole-2(1H)-carboxylate), Cl (HCl), CCOC(=O)C (EtOAc). The solvent is C(Cl)Cl (DCM). Run at time 8 hour. Yields the product ClC=1C(=NC(=NC1)NC=1C=CC2=C(N(N=C2C1)C)C)NC1CC2C(CNC2)C1 (5-chloro-N2-(2,3-dimethyl-2H-indazol-6-yl)-N4-(octahydrocyclopenta[c]pyrrol-5-yl)pyrimidine-2,4-diamine). The yield is 49.7%. As a reaction SMILES: [Cl:1][C:2]1[C:3]([NH:20][CH:21]2[CH2:35][CH:24]3[CH2:25][N:26](C(OC(C)(C)C)=O)[CH2:27][CH:23]3[CH2:22]2)=[N:4][C:5]([NH:8][C:9]2[CH:10]=[CH:11][C:12]3[C:16]([CH:17]=2)=[N:15][N:14]([CH3:18])[C:13]=3[CH3:19])=[N:6][CH:7]=1.Cl.CCOC(C)=O>C(Cl)Cl>[Cl:1][C:2]1[C:3]([NH:20][CH:21]2[CH2:22][CH:23]3[CH2:27][NH:26][CH2:25][CH:24]3[CH2:35]2)=[N:4][C:5]([NH:8][C:9]2[CH:10]=[CH:11][C:12]3[C:16]([CH:17]=2)=[N:15][N:14]([CH3:18])[C:13]=3[CH3:19])=[N:6][CH:7]=1. Procedure: To a solution of tert-butyl 5-((5-chloro-2-((2,3-dimethyl-2H-indazol-6-yl)amino)pyrimidin-4-yl)amino)hexahydrocyclopenta[c]pyrrole-2(1H)-carboxylate (452.1 mg, 0.908 mmol) in DCM (10 mL) was added a solution of HCl in EtOAc (10 mL, 40 mmol). The reaction mixture was stirred at rt overnight and concentrated in vacuo. The residue was dissolved in water (30 mL) and adjusted to pH=10 with a saturated Na2CO3 aqueous solution, then extracted with DCM (250 mL×3). The combined organic phases were washed... Reactants: ClC1=CC=C(C=C1)[C@H]1CN(CC[C@@H]1[C@H](C)OC1=CC(=C(C=C1)Cl)Cl)C(=O)C1CCN(CC1)C1=NC=C(C=C1)C#N (4-{(3S,4S)-3-(4-Chloro-phenyl)-4-[(S)-1-(3,4-dichloro-phenoxy)-ethyl]-piperidine-1-carbonyl}-3,4,5,6-tetrahydro-2H-[1,2′]bipyridinyl-5′-carbonitrile), N1CCCCC1 (piperidine), C(C1=CC=CC=C1)N1C[C@@H]([C@H](CC1)[C@@H](C)O)C1=CC=C(C=C1)Cl ((R)-1-[(3S,4S)-1-Benzyl-3-(4-chloro-phenyl)-piperidin-4-yl]-ethanol), C(#N)C1=CC=C(C=C1)O (4-cyano-phenol), CCN(C(C)C)C(C)C (DIPEA), ClC(C)OC(=O)Cl (1-chloroethyl-chloroformate). Solvent: CO (methanol). Yields the product C(#N)C=1C=CC(=NC1)N1CCC(CC1)C(=O)O (5′-Cyano-3,4,5,6-tetrahydro-2H-[1,2′]bipyridinyl-4-carboxylic acid), ClC1=CC=C(C=C1)[C@H]1CN(CC[C@@H]1[C@H](C)OC1=CC=C(C=C1)C#N)C(=O)C1CCN(CC1)C1=NC=C(C=C1)C#N (4-{(3S,4S)-3-(4-Chloro-phenyl)-4-[(S)-1-(4-cyano-phenoxy)-ethyl]-piperidine-1-carbonyl}-3,4,5,6-tetrahydro-2H-[1,2′]bipyridinyl-5′-carbonitrile). As a reaction SMILES: ClC1C=CC([C@@H:8]2[C@@H:13]([C@@H:14]([O:16][C:17]3[CH:22]=[CH:21][C:20](Cl)=[C:19](Cl)[CH:18]=3)[CH3:15])[CH2:12][CH2:11][N:10]([C:25]([CH:27]3[CH2:32][CH2:31][N:30]([C:33]4[CH:38]=[CH:37][C:36]([C:39]#[N:40])=[CH:35][N:34]=4)[CH2:29][CH2:28]3)=[O:26])[CH2:9]2)=CC=1.[NH:41]1CCCC[CH2:42]1.C(N1CC[C@H]([C@H]([OH:62])C)[C@@H]([C:63]2[CH:68]=[CH:67][C:66]([Cl:69])=[CH:65][CH:64]=2)C1)C1C=CC=CC=1.C(C1C=CC(O)=CC=1)#N.ClC(OC(Cl)=O)C.CCN(C(C)C)C(C)C>CO>[C:39]([C:36]1[CH:37]=[CH:38][C:33]([N:30]2[CH2:31][CH2:32][CH:27]([C:25]([OH:26])=[O:62])[CH2:28][CH2:29]2)=[N:34][CH:35]=1)#[N:40].[Cl:69][C:66]1[CH:67]=[CH:68][C:63]([C@@H:8]2[C@@H:13]([C@@H:14]([O:16][C:17]3[CH:18]=[CH:19][C:20]([C:42]#[N:41])=[CH:21][CH:22]=3)[CH3:15])[CH2:12][CH2:11][N:10]([C:25]([CH:27]3[CH2:28][CH2:29][N:30]([C:33]4[CH:38]=[CH:37][C:36]([C:39]#[N:40])=[CH:35][N:34]=4)[CH2:31][CH2:32]3)=[O:26])[CH2:9]2)=[CH:64][CH:65]=1. Procedure details: In analogy to the procedure described for the synthesis of 4-{(3S,4S)-3-(4-Chloro-phenyl)-4-[(S)-1-(3,4-dichloro-phenoxy)-ethyl]-piperidine-1-carbonyl}-3,4,5,6-tetrahydro-2H-[1,2′]bipyridinyl-5′-carbonitrile (example 49) the respective piperidine derivative was prepared from (R)-1-[(3S,4S)-1-Benzyl-3-(4-chloro-phenyl)-piperidin-4-yl]-ethanol and 4-cyano-phenol via Mitsunobu reaction and subsequently the benzyl group was cleaved by treatment with 1-chloroethyl-chloroformate, DIPEA and methanol. C...